The task is: describe an organic reaction: reactants, conditions, products, and yield. This data is from the Open Reaction Database (ORD), a public repository of structured organic reaction records. Starting materials: CCOC(=O)/N=N/C(=O)OCC (diethylazodicarboxylate), OC1=NC=CC=C1 (2-hydroxypyridine), C(C(O)C)(=O)OCC1=CC=CC=C1 (benzyl lactate), C1(=CC=CC=C1)P(C1=CC=CC=C1)C1=CC=CC=C1 (triphenylphosphine). Solvent: C(Cl)Cl (methylene chloride), CCCCCC (hexane). The product is N1=C(C=CC=C1)OC(C(=O)OCC1=CC=CC=C1)C (Benzyl 2-(2-Pyridyloxy)propionate). RXN SMILES: [OH:1][C:2]1[CH:7]=[CH:6][CH:5]=[CH:4][N:3]=1.[C:8]([O:13][CH2:14][C:15]1[CH:20]=[CH:19][CH:18]=[CH:17][CH:16]=1)(=[O:12])[CH:9]([CH3:11])O.C1(P(C2C=CC=CC=2)C2C=CC=CC=2)C=CC=CC=1.CCOC(/N=N/C(OCC)=O)=O>C(Cl)Cl.CCCCCC>[N:3]1[CH:4]=[CH:5][CH:6]=[CH:7][C:2]=1[O:1][CH:9]([CH3:11])[C:8]([O:13][CH2:14][C:15]1[CH:20]=[CH:19][CH:18]=[CH:17][CH:16]=1)=[O:12]. Procedure details: To a mixture of 2-hydroxypyridine (2.9 g, 30 mmol), benzyl lactate (5.0 g, 21 mmol) and triphenylphosphine (12 g, 47 mmol) in 100 mL of methylene chloride was added diethylazodicarboxylate (7.8 mL, 45 mmol) at 0° C. The reaction was allowed to warm to room temperature for 4 h. The resulting mixture was diluted with hexane (100 mL) and concentrated with 20 g of silica gel. The material was loaded onto a silica gel column, which was eluted with 10% ethyl acetate in hexane to give the title compoun... Reactants: [Li+].[OH-] (LiOH), C(C)(C)(C)OC(=O)N1[C@H](CC(C1)CC(=O)OC)[C@@H]1[C@@H](N(C(O1)(C)C)C(C)=O)CC1=CC(=CC(=C1)F)F ((R)-2-[(4S,5S)-3-Acetyl-4-(3,5-difluoro-benzyl)-2,2-dimethyl-oxazolidin-5-yl]-4-methoxycarbonylmethyl-pyrrolidine-1-carboxylic acid tert-butyl ester). The solvent is C1CCOC1 (THF), C1CCOC1 (THF). Run at time 8 hour. Product: C(C)(C)(C)OC(=O)N1[C@H](CC(C1)CC(=O)O)[C@@H]1[C@@H](N(C(O1)(C)C)C(C)=O)CC1=CC(=CC(=C1)F)F ((R)-2-[(4S,5S)-3-Acetyl-4-(3,5-difluoro-benzyl)-2,2-dimethyl-oxazolidin-5-yl]-4-carboxymethyl-pyrrolidine-1-carboxylic acid tert-butyl ester). The yield is 92.2%. As a reaction SMILES: [Li+].[OH-].[C:3]([O:7][C:8]([N:10]1[CH2:14][CH:13]([CH2:15][C:16]([O:18]C)=[O:17])[CH2:12][C@@H:11]1[C@H:20]1[O:24][C:23]([CH3:26])([CH3:25])[N:22]([C:27](=[O:29])[CH3:28])[C@H:21]1[CH2:30][C:31]1[CH:36]=[C:35]([F:37])[CH:34]=[C:33]([F:38])[CH:32]=1)=[O:9])([CH3:6])([CH3:5])[CH3:4]>C1COCC1>[C:3]([O:7][C:8]([N:10]1[CH2:14][CH:13]([CH2:15][C:16]([OH:18])=[O:17])[CH2:12][C@@H:11]1[C@H:20]1[O:24][C:23]([CH3:26])([CH3:25])[N:22]([C:27](=[O:29])[CH3:28])[C@H:21]1[CH2:30][C:31]1[CH:32]=[C:33]([F:38])[CH:34]=[C:35]([F:37])[CH:36]=1)=[O:9])([CH3:4])([CH3:5])[CH3:6] |f:0.1|. Reported procedure: Add LiOH (0.32 mL, 3M solution in water) to a solution of (R)-2-[(4S,5S)-3-Acetyl-4-(3,5-difluoro-benzyl)-2,2-dimethyl-oxazolidin-5-yl]-4-methoxycarbonylmethyl-pyrrolidine-1-carboxylic acid tert-butyl ester (0.1 g, 0.19 mmol) in 0.32 mL of THF and stir overnight. Remove THF under reduced pressure. Add ethyl acetate and separate the layers. Acidify the aqueous layer with citric acid pH: 3) and extract with ethyl acetate. Dry over MgSO4 and concentrate under reduced pressure to provide the title c... Starting materials: ClC=1C=C(CO)C=C(C1S(=O)(=O)C)Cl (3,5-Dichloro-4-(methylsulfonyl)benzyl alcohol). Reagents/catalysts: [O-2].[Mn+4].[O-2] (manganese(IV) oxide). Solvent: ClCCl (dichloromethane). Run at temperature 25 celsius, time 25 minute. Yields the product ClC=1C=C(C=O)C=C(C1S(=O)(=O)C)Cl (3,5-Dichloro-4-(methylsulfonyl)benzaldehyde). RXN SMILES: [Cl:1][C:2]1[CH:3]=[C:4]([CH:7]=[C:8]([Cl:14])[C:9]=1[S:10]([CH3:13])(=[O:12])=[O:11])[CH2:5][OH:6]>ClCCl.[O-2].[Mn+4].[O-2]>[Cl:14][C:8]1[CH:7]=[C:4]([CH:3]=[C:2]([Cl:1])[C:9]=1[S:10]([CH3:13])(=[O:12])=[O:11])[CH:5]=[O:6] |f:2.3.4|. Reported procedure: 3,5-Dichloro-4-(methylsulfonyl)benzyl alcohol (1.7 g) was dissolved in dichloromethane (35 mL) and then active manganese(IV) oxide (7.0 g) was added and the mixture was stirred for 25 min at 22-28° C. The solid was removed by filtration and the filtrate was evaporated to dryness (yield 1.5 g). 1H-NMR (400 MHz, DMSO-d6 d=3.53 (s, 3H), 8.12 (s, 2H), 10.02 (s, 1H). The reactants are ClC1=C(C=CC=C1)S(=O)(=O)[N@@]1C(C1)C(=O)N1CCN(CC1)C1=NC=CC=C1C(F)(F)F ([(S)-1-(2-chloro-benzenesulfonyl)-aziridin-2-yl]-[4-(3-trifluoromethyl-pyridin-2-yl)-piperazin-1-yl]-methanone), [I-].[Na+] (sodium iodide), C(C)(C)N=C=O (isopropylisocyanate). Product: ClC1=C(C=CC=C1)S(=O)(=O)N1C(N(C(C1)C(=O)N1CCN(CC1)C1=NC=CC=C1C(F)(F)F)C(C)C)=O (1-(2-Chloro-benzenesulfonyl)-3-isopropyl-4-[4-(3-trifluoromethyl-pyridin-2-yl)-piperazine-1-carbonyl]-imidazolidin-2-one). As a reaction SMILES: [Cl:1][C:2]1[CH:7]=[CH:6][CH:5]=[CH:4][C:3]=1[S:8]([N@:11]1[CH2:13][CH:12]1[C:14]([N:16]1[CH2:21][CH2:20][N:19]([C:22]2[C:27]([C:28]([F:31])([F:30])[F:29])=[CH:26][CH:25]=[CH:24][N:23]=2)[CH2:18][CH2:17]1)=[O:15])(=[O:10])=[O:9].[I-].[Na+].[CH:34]([N:37]=[C:38]=[O:39])([CH3:36])[CH3:35]>>[Cl:1][C:2]1[CH:7]=[CH:6][CH:5]=[CH:4][C:3]=1[S:8]([N:11]1[CH2:13][CH:12]([C:14]([N:16]2[CH2:21][CH2:20][N:19]([C:22]3[C:27]([C:28]([F:30])([F:29])[F:31])=[CH:26][CH:25]=[CH:24][N:23]=3)[CH2:18][CH2:17]2)=[O:15])[N:37]([CH:34]([CH3:36])[CH3:35])[C:38]1=[O:39])(=[O:9])=[O:10] |f:1.2|. Procedure details: In analogy to example 2, [(S)-1-(2-chloro-benzenesulfonyl)-aziridin-2-yl]-[4-(3-trifluoromethyl-pyridin-2-yl)-piperazin-1-yl]-methanone (example 72, step 3) was reacted with sodium iodide and isopropylisocyanate to give the title compound as a colorless foam. MS: 560.2 ([M+H]+) The reactants are ClC(C(=O)C(F)(F)F)(F)F (chlorpentafluoroacetone), [F-].[K+] (potassium fluoride), S(=O)(=O)(OC(C(=C(F)F)F)(F)F)F (perfluoroallyl fluorosulfate). Solvent: COCCOCCOC (diglyme). Reaction conditions: temperature 25 celsius, time 1 hour. Product: FC(C(C(Cl)(F)F)(OC(C(=C(F)F)F)(F)F)F)(F)F (1-(1,1,1,2,3,3-hexafluoro-3-chloro-2-propoxy)-pentafluoro-2-propene). The yield is 59.0%. As a reaction SMILES: [F-:1].[K+].[Cl:3][C:4]([F:12])([F:11])[C:5]([C:7]([F:10])([F:9])[F:8])=[O:6].S(F)(O[C:17]([F:24])([F:23])[C:18]([F:22])=[C:19]([F:21])[F:20])(=O)=O>COCCOCCOC>[F:8][C:7]([F:10])([F:9])[C:5]([F:1])([O:6][C:17]([F:24])([F:23])[C:18]([F:22])=[C:19]([F:21])[F:20])[C:4]([F:12])([F:11])[Cl:3] |f:0.1|. Reported procedure: A suspension of potassium fluoride (5.80 g, 0.10 mol) and diglyme (100 ml) was stirred at 20° C. in a cooling bath while chlorpentafluoroacetone (18.3 g, 0.10 mol) was distilled in. After the potassium fluoride had dissolved, perfluoroallyl fluorosulfate (23.0 g, 0.10 mol) was added rapidly with cooling of the reaction mixture. The resulting exothermic reaction was accompanied by the precipitation of solid. The mixture was stirred at 25° C. for one hour, and then the volatile components were tra...